Dataset: the Open Reaction Database (ORD), a public repository of structured organic reaction records. Task: describe an organic reaction: reactants, conditions, products, and yield Reactants: C(C)#N (acetonitrile), FC(OC=1C=C(C=CC1)C(=N[S@](=O)C(C)(C)C)C1=CC(=CC=C1)OC(F)(F)F)(F)F ((R)—N-(bis(3-(trifluoromethoxy)phenyl)methylene)-2-methylpropane-2-sulfinamide), [NH4+].[Cl-] (NH4Cl), [Li+].CC(C)[N-]C(C)C (LDA). Run at temperature -78 celsius, time 4 hour. Procedure: (R)—N-(bis(3-(trifluoromethoxy)phenyl)methylene)-2-methylpropane-2-sulfinamide was prepared as described for Procedure 11. Under an argon atmosphere, acetonitrile (0.46 mL, 8.84 mmol, 2.0 eq) was stirred in anhydrous Et2O (40 mL) in an oven-dried round bottomed flask at −78° C. LDA (2.0 M, 4.42 mL, 8.84 mmol, 2.0 eq) was added dropwise. The resulting mixture was stirred at −78° C. for 30 min. (R)—N-(bis(3-(trifluoromethoxy)phenyl)methylene)-2-methylpropane-2-sulfinamide (2.0 g, 4.42 mmol) in Et2... Reaction SMILES: [C:1](#[N:3])[CH3:2].[Li+].CC([N-]C(C)C)C.[F:12][C:13]([F:41])([F:40])[O:14][C:15]1[CH:16]=[C:17]([C:21]([C:29]2[CH:34]=[CH:33][CH:32]=[C:31]([O:35][C:36]([F:39])([F:38])[F:37])[CH:30]=2)=[N:22][S@@:23]([C:25]([CH3:28])([CH3:27])[CH3:26])=[O:24])[CH:18]=[CH:19][CH:20]=1.[NH4+].[Cl-]>CCOCC.CCOC(C)=O>[F:39][C:36]([F:37])([F:38])[O:35][C:31]1[CH:30]=[C:29]([C:21]([C:17]2[CH:18]=[CH:19][CH:20]=[C:15]([O:14][C:13]([F:41])([F:40])[F:12])[CH:16]=2)=[N:22][S@@:23]([C:25]([CH3:28])([CH3:27])[CH3:26])=[O:24])[CH:34]=[CH:33][CH:32]=1.[C:1]([CH2:2][C:21]([NH:22][S@@:23]([C:25]([CH3:28])([CH3:27])[CH3:26])=[O:24])([C:29]1[CH:34]=[CH:33][CH:32]=[C:31]([O:35][C:36]([F:37])([F:38])[F:39])[CH:30]=1)[C:17]1[CH:18]=[CH:19][CH:20]=[C:15]([O:14][C:13]([F:40])([F:41])[F:12])[CH:16]=1)#[N:3] |f:1.2,4.5|. The solvent is CCOCC (Et2O), CCOC(=O)C (EtOAc), CCOCC (Et2O). Product: FC(OC=1C=C(C=CC1)C(=N[S@](=O)C(C)(C)C)C1=CC(=CC=C1)OC(F)(F)F)(F)F ((R)—N-(bis(3-(trifluoromethoxy)phenyl)methylene)-2-methylpropane-2-sulfinamide), C(#N)CC(C1=CC(=CC=C1)OC(F)(F)F)(C1=CC(=CC=C1)OC(F)(F)F)N[S@](=O)C(C)(C)C ((R)—N-(2-cyano-1,1-bis(3-(trifluoromethoxy)phenyl)ethyl)-2-methylpropane-2-sulfinamide). The reactants are CC(=O)[O-], CC(=O)O, Nc1ccnc(Cl)c1, ClI, [K+]. The product is Nc1cc(Cl)ncc1I. As a reaction SMILES: [CH3:12][C:13](=[O:14])[O-:15].[CH3:16][C:17](=[O:18])[OH:19].[Cl:3][c:4]1[n:5][cH:6][cH:7][c:8]([NH2:10])[cH:9]1.[I:1][Cl:2].[K+:11]>>[I:1][c:7]1[cH:6][n:5][c:4]([Cl:3])[cH:9][c:8]1[NH2:10]. Isolated yield 80.0%. The reactants are CN(CC(CC=1SC=CC1)=O)C (3-dimethylamino-1-(2-thienyl)-propanone), S1C(=CC=C1)C=O (2-thiophene carboxaldehyde), [C-]#N.[Na+] (sodium cyanide). As a reaction SMILES: [S:1]1[CH:5]=[CH:4][CH:3]=[C:2]1[CH:6]=O.[C-]#[N:9].[Na+].CN(C)[CH2:13][C:14](=O)[CH2:15][C:16]1[S:17][CH:18]=[CH:19][CH:20]=1>CN(C=O)C>[S:1]1[CH:5]=[CH:4][CH:3]=[C:2]1[C:6]1[NH:9][C:15]([C:16]2[S:17][CH:18]=[CH:19][CH:20]=2)=[CH:14][CH:13]=1 |f:1.2|. Solvent: CN(C)C=O (DMF), CN(C)C=O (DMF). Run at time 8 hour. Procedure details: A solution of 2-thiophene carboxaldehyde (6) in DMF is added under nitrogen to a suspension of sodium cyanide in DMF. The mixture is stirred and the 3-dimethylamino-1-(2-thienyl)-propanone (5) is added slowly. The mixture is allowed to stand overnight and the 1,4-Di-(2-thienyl)-1,4-butanedione product (7) is extracted with dichloromethane in 64% yield. 2,5,-Di-(2-thienyl)-pyrrole (DTP) can be produced in 80% yield by refluxing (7) for 12 hours with ammonium acetate in a mixture of acetic acid an... Product: S1C(=CC=C1)C=1NC(=CC1)C=1SC=CC1 (2,5,-Di-(2-thienyl)-pyrrole). Starting materials: CCOC(C)=O, O=C([O-])C(F)(F)Cl, [K+], [K+], [Na+], O=C([O-])[O-], CN(C)C=O, Cc1cc(O)cnc1C#N. Yields the product Cc1cc(OC(F)F)cnc1C#N. RXN SMILES: [CH3:30][CH2:31][O:32][C:33]([CH3:34])=[O:35].[Cl:11][C:12]([C:13]([O-:14])=[O:15])([F:16])[F:17].[K+:19].[K+:20].[Na+:18].[O-:21][C:22]([O-:23])=[O:24].[O:25]=[CH:26][N:27]([CH3:28])[CH3:29].[OH:1][c:2]1[cH:3][c:4]([CH3:10])[c:5]([C:8]#[N:9])[n:6][cH:7]1>>[O:1]([c:2]1[cH:3][c:4]([CH3:10])[c:5]([C:8]#[N:9])[n:6][cH:7]1)[CH:12]([F:16])[F:17]. Starting materials: NC(CNC1=NC=CC=C1NC(C1=CC(=CC=C1)Cl)=O)=O (N-[2-[(2-amino-2-oxoethyl)amino]-3-pyridinyl]-3-chlorobenzamide). Run in C(CO)O (ethylene glycol). Run at temperature 190 celsius, time 6 hour. The product is ClC=1C=C(C=CC1)C1=NC=2C(=NC=CC2)N1CC(=O)N (2-(3-Chlorophenyl)-3H-imidazo[4,5-b]pyridine-3-acetamide). Isolated yield 65.9%. Reaction SMILES: [NH2:1][C:2](=[O:21])[CH2:3][NH:4][C:5]1[C:10]([NH:11][C:12](=O)[C:13]2[CH:18]=[CH:17][CH:16]=[C:15]([Cl:19])[CH:14]=2)=[CH:9][CH:8]=[CH:7][N:6]=1>C(O)CO>[Cl:19][C:15]1[CH:14]=[C:13]([C:12]2[N:4]([CH2:3][C:2]([NH2:1])=[O:21])[C:5]3=[N:6][CH:7]=[CH:8][CH:9]=[C:10]3[N:11]=2)[CH:18]=[CH:17][CH:16]=1. Reported procedure: A suspension of N-[2-[(2-amino-2-oxoethyl)amino]-3-pyridinyl]-3-chlorobenzamide (8.7 g, 0.029 mole) in 200 ml of ethylene glycol was heated at 190° C. for 40 minutes. The reaction mixture was allowed to cool to room temperature and filtered. The filtrate was diluted with water to produce a white precipitate. The mixture was refrigerated and the precipitate was filtered, washed with water, and dried under high vacuum at room temperature overnight, then at 60° C. for 6 hrs. The sample was recrysta... Reactants: Cl (hydrochloric acid), ClC1=C(C(=CC=C1)Cl)C1=NOC(=C1COC1=CC=C(C=C1)C=1C=C2C=CC(=NC2=CC1)C(=O)OC)[C@@H](CC)C (methyl 6-{4-[({3-(2,6-dichlorophenyl)-5-[(1R)-1-methylpropyl]-4-isoxazolyl}methyl)oxy]phenyl}-2-quinolinecarboxylate), O1CCCC1 (tetrahydrofuran), [OH-].[Na+] (sodium hydroxide). Solvent: CO (methanol). Run at temperature 80 celsius. Product: ClC1=C(C(=CC=C1)Cl)C1=NOC(=C1COC1=CC=C(C=C1)C=1C=C2C=CC(=NC2=CC1)C(=O)O)[C@@H](CC)C (6-{4-[({3-(2,6-dichlorophenyl)-5-[(1R)-1-methylpropyl]-4-isoxazolyl}methyl)oxy]phenyl}-2-quinolinecarboxylic acid). Isolated yield 92.4%. Reaction SMILES: [Cl:1][C:2]1[CH:7]=[CH:6][CH:5]=[C:4]([Cl:8])[C:3]=1[C:9]1[C:13]([CH2:14][O:15][C:16]2[CH:21]=[CH:20][C:19]([C:22]3[CH:23]=[C:24]4[C:29](=[CH:30][CH:31]=3)[N:28]=[C:27]([C:32]([O:34]C)=[O:33])[CH:26]=[CH:25]4)=[CH:18][CH:17]=2)=[C:12]([C@H:36]([CH3:39])[CH2:37][CH3:38])[O:11][N:10]=1.O1CCCC1.[OH-].[Na+].Cl>CO>[Cl:8][C:4]1[CH:5]=[CH:6][CH:7]=[C:2]([Cl:1])[C:3]=1[C:9]1[C:13]([CH2:14][O:15][C:16]2[CH:21]=[CH:20][C:19]([C:22]3[CH:23]=[C:24]4[C:29](=[CH:30][CH:31]=3)[N:28]=[C:27]([C:32]([OH:34])=[O:33])[CH:26]=[CH:25]4)=[CH:18][CH:17]=2)=[C:12]([C@H:36]([CH3:39])[CH2:37][CH3:38])[O:11][N:10]=1 |f:2.3|. Reported procedure: To a solution of methyl 6-{4-[({3-(2,6-dichlorophenyl)-5-[(1R)-1-methylpropyl]-4-isoxazolyl}methyl)oxy]phenyl}-2-quinolinecarboxylate (50 mg, 0.089 mmol) in 2:1 tetrahydrofuran:methanol (1.5 mL) was added 1 N sodium hydroxide (0.13 mL, 0.13 mmol). The solution was heated in a microwave reactor at 80° C. for 10 minutes and then 1 N hydrochloric acid (0.13 mL, 0.13 mmol) was added. The solution was concentrated and the residue was taken up with ethyl acetate and water. The layers were separated an... Starting materials: ClC=1N=CC(=C2C=CC(=NC12)C)I (8-chloro-5-iodo-2-methyl-[1,7]naphthyridine), ClC1=NC=C(C=C1)B(O)O (2-chloro-5-pyridineboronic acid), NC=1SC=C(N1)C (2-amino-4-methylthiazole). Yields the product ClC1=CC=C(C=N1)C1=C2C=CC(=NC2=C(N=C1)NC=1SC=C(N1)C)C ([5-(6-Chloro-pyridin-3-yl)-2-methyl-[1,7]naphthyridin-8-yl]-(4-methyl-thiazol-2-yl)-amine). RXN SMILES: Cl[C:2]1[N:3]=[CH:4][C:5](I)=[C:6]2[C:11]=1[N:10]=[C:9]([CH3:12])[CH:8]=[CH:7]2.[Cl:14][C:15]1[CH:20]=[CH:19][C:18](B(O)O)=[CH:17][N:16]=1.[NH2:24][C:25]1[S:26][CH:27]=[C:28]([CH3:30])[N:29]=1>>[Cl:14][C:15]1[N:16]=[CH:17][C:18]([C:5]2[CH:4]=[N:3][C:2]([NH:24][C:25]3[S:26][CH:27]=[C:28]([CH3:30])[N:29]=3)=[C:11]3[C:6]=2[CH:7]=[CH:8][C:9]([CH3:12])=[N:10]3)=[CH:19][CH:20]=1. Procedure details: The title compound, MS: m/e=368.1 (M+H+), was prepared in accordance with the general method of example 15 step 1 and step 3 from 8-chloro-5-iodo-2-methyl-[1,7]naphthyridine (Example I), 2-chloro-5-pyridineboronic acid and 2-amino-4-methylthiazole.